The task is: describe an organic reaction: reactants, conditions, products, and yield. This data is from the Open Reaction Database (ORD), a public repository of structured organic reaction records. Starting materials: FC(C1=CC=NC=C1C=O)(F)F (4-(trifluoromethyl)nicotinaldehyde), CC1=C(C(=CC(=C1)C)C)S(=O)(=O)[O-].N[N+]1=C(C=C(C(=C1)F)F)N (1,2-diamino-4,5-difluoropyridinium 2,4,6-trimethylbenzenesulfonate), N12CCCCCC2=NCCC1 (1,8-diazabicyclo[5.4.0]undec-7-ene). The solvent is C(C)O (ethanol). Product: FC=1C(=CC=2N(C1)N=C(N2)C=2C=NC=CC2C(F)(F)F)F (6,7-difluoro-2-[4-(trifluoromethyl)pyridin-3-yl][1,2,4]triazolo[1,5-a]pyridine). Reaction SMILES: [F:1][C:2]([F:12])([F:11])[C:3]1[C:8]([CH:9]=O)=[CH:7][N:6]=[CH:5][CH:4]=1.CC1C=C(C)C=C(C)C=1S([O-])(=O)=O.[NH2:26][N+:27]1[CH:32]=[C:31]([F:33])[C:30]([F:34])=[CH:29][C:28]=1[NH2:35].N12CCCN=C1CCCCC2>C(O)C>[F:33][C:31]1[C:30]([F:34])=[CH:29][C:28]2[N:27]([N:26]=[C:9]([C:8]3[CH:7]=[N:6][CH:5]=[CH:4][C:3]=3[C:2]([F:12])([F:11])[F:1])[N:35]=2)[CH:32]=1 |f:1.2|. Reported procedure: 4-(trifluoromethyl)nicotinaldehyde was added to a solution of 1,2-diamino-4,5-difluoropyridinium 2,4,6-trimethylbenzenesulfonate (47-4; 0.2 g, 0.000579 mol) in ethanol (20 mL) while stirring, followed by the addition of 1,8-diazabicyclo[5.4.0]undec-7-ene. The reaction mixture was stirred for 12 h at RT. It was then concentrated under vacuum, diluted with water (50 mL) and extracted with ethyl acetate (2×50 mL). The collected organic parts were concentrated under vacuum to afford the crude produc... Reactants: CSC=1C(=NC(=NC1Cl)Cl)Cl (5-methylthio-2,4,6-trichloropyrimidine), C(=O)O (formic acid), [S-]C#N.[K+] (potassium thiocyanate). The solvent is O (water). Product: ClC1=NC(=C(C(=N1)Cl)SC)SC#N (2,4-Dichloro-5-Methylthio-6-Thiocyanopyrimidine). The yield is 92.8%. RXN SMILES: [CH3:1][S:2][C:3]1[C:4](Cl)=[N:5][C:6]([Cl:10])=[N:7][C:8]=1[Cl:9].C(O)=O.[S-:15][C:16]#[N:17].[K+]>O>[Cl:10][C:6]1[N:7]=[C:8]([Cl:9])[C:3]([S:2][CH3:1])=[C:4]([S:15][C:16]#[N:17])[N:5]=1 |f:2.3|. Procedure details: In a 50-ml four-necked flask equipped with a thermometer, reflux condenser and stirrer, were charged 2.30 g (0.010 mole) of 5-methylthio-2,4,6-trichloropyrimidine and 15 ml of formic acid. While stirring the contents at room temperature, 1.07 g (0.011 mole) of potassium thiocyanate was added. Then, the resulting mixture was heated and was then stirred at 50° C. for 1 hour. After cooling the reaction mixture, it was poured into a great deal of water. The precipitated solid was collected by filtra... Run at time 3 hour. Reaction SMILES: C(OC([N:8]1[CH2:12][C@H:11](O)[CH2:10][C@@H:9]1[C:14](O)=O)=O)(C)(C)C.N[C:18]1[CH:19]=[C:20]([CH:24]=[C:25]([C:27]([O:29]C)=O)[CH:26]=1)[C:21]([OH:23])=[O:22].[CH3:31]OC(C1C=C(C=C([N+]([O-])=O)C=1)C(O)=O)=O>[Pd].CO>[CH2:12]([N:8]([CH2:9][CH2:14][CH3:31])[C:27]([C:25]1[CH:24]=[C:20]([CH:19]=[CH:18][CH:26]=1)[C:21]([OH:23])=[O:22])=[O:29])[CH2:11][CH3:10]. The product is C(CC)N(C(=O)C=1C=C(C(=O)O)C=CC1)CCC (3-(dipropylcarbamoyl)benzoic acid). The reactants are C(C)(C)(C)OC(=O)N1[C@H](C[C@H](C1)O)C(=O)O ((2R,4R)-1-(tert-butoxycarbonyl)-4-hydroxypyrrolidine-2-carboxylic acid), NC=1C=C(C(=O)O)C=C(C1)C(=O)OC (3-amino-5-(methoxycarbonyl)benzoic acid), COC(=O)C=1C=C(C(=O)O)C=C(C1)[N+](=O)[O-] (3-(methoxycarbonyl)-5-nitrobenzoic acid). Reagents/catalysts: [Pd] (palladium on carbon). Procedure details: Step G (1): 3-amino-5-(methoxycarbonyl)benzoic acid. A suspension of 3-(methoxycarbonyl)-5-nitrobenzoic acid (20.0 g) and palladium on carbon (5 wt %, 4.0 g) in MeOH (600 mL) was shaken in hydrogenator under hydrogen at 50 psi for 3 h. The mixture was filtered and concentrated in vacuo to give the title compound: 1H NMR (CD3OD, 500 MHz) δ ppm 3.90 (3H, s), 7.52 (1H, m), 7.55 (1H, m), 7.92 (1H, m). MS (ESI) (M−H)− 194.08. Run in CO (MeOH). The reactants are CC1=C(NC)C(=CC(=C1)[N+](=O)[O-])C (2,6-dimethyl-4-nitro-N-methylaniline), Cl (hydrochloric acid), [Cl-].[NH4+] (ammonium chloride). Reagents/catalysts: [Zn] (zinc). The solvent is C(C)O (ethanol). Product: Cl.Cl.NC1=CC(=C(NC)C(=C1)C)C (4-amino-2,6-dimethyl-N-methylaniline dihydrochloride). Reaction SMILES: [Cl-:1].[NH4+].[CH3:3][C:4]1[CH:11]=[C:10]([N+:12]([O-])=O)[CH:9]=[C:8]([CH3:15])[C:5]=1[NH:6][CH3:7].Cl>C(O)C.[Zn]>[ClH:1].[ClH:1].[NH2:12][C:10]1[CH:11]=[C:4]([CH3:3])[C:5]([NH:6][CH3:7])=[C:8]([CH3:15])[CH:9]=1 |f:0.1,6.7.8|. Reported procedure: A suspension of 15.5 g of powdered zinc and 0.6 g of ammonium chloride is heated to reflux. After the source of heat has been removed, 0.02 mole (3.6 g) of 2,6-dimethyl-4-nitro-N-methylaniline is added so as to maintain reflux. At the end of the addition, the reaction mixture is filtered boiling into a solution of 0.05 mole of hydrochloric acid in 14 ml of absolute ethanol; the dihydrochloride crystallises from the filtrate. After recrystallisation from an alcohol-water mixture, a white product ... Starting materials: CO, Nc1nc(F)cc(OC(F)(F)F)n1. The product is COc1cc(OC(F)(F)F)nc(N)n1. RXN SMILES: [CH3:14][OH:15].[NH2:1][c:2]1[n:3][c:4]([O:9][C:10]([F:11])([F:12])[F:13])[cH:5][c:6]([F:8])[n:7]1>>[NH2:1][c:2]1[n:3][c:4]([O:9][C:10]([F:11])([F:12])[F:13])[cH:5][c:6]([O:15][CH3:14])[n:7]1.